Dataset: the Open Reaction Database (ORD), a public repository of structured organic reaction records. Task: describe an organic reaction: reactants, conditions, products, and yield Starting materials: CC(C)(C)OC(=O)CNC(=O)C1=C(O)c2ccc(Br)cc2C(C)(C)C1=O, O=C([O-])[O-], [Na+], [Na+], C1COCCO1, c1ccc(P(c2ccccc2)(c2ccccc2)[Pd](P(c2ccccc2)(c2ccccc2)c2ccccc2)(P(c2ccccc2)(c2ccccc2)c2ccccc2)P(c2ccccc2)(c2ccccc2)c2ccccc2)cc1, OB(O)c1cccnc1. The product is CC(C)(C)OC(=O)CNC(=O)C1=C(O)c2ccc(-c3cccnc3)cc2C(C)(C)C1=O. Reaction SMILES: [Br:1][c:2]1[cH:3][cH:4][c:5]2[c:10]([cH:11]1)[C:9]([CH3:12])([CH3:13])[C:8](=[O:14])[C:7]([C:15](=[O:16])[NH:17][CH2:18][C:19](=[O:20])[O:21][C:22]([CH3:23])([CH3:24])[CH3:25])=[C:6]2[OH:26].[C:36](=[O:37])([O-:38])[O-:39].[Na+:40].[Na+:41].[O:42]1[CH2:43][CH2:44][O:45][CH2:46][CH2:47]1.[cH:48]1[cH:49][cH:50][c:51]([P:52]([Pd:53]([P:54]([c:55]2[cH:56][cH:57][cH:58][cH:59][cH:60]2)([c:61]2[cH:62][cH:63][cH:64][cH:65][cH:66]2)[c:67]2[cH:68][cH:69][cH:70][cH:71][cH:72]2)([P:73]([c:74]2[cH:75][cH:76][cH:77][cH:78][cH:79]2)([c:80]2[cH:81][cH:82][cH:83][cH:84][cH:85]2)[c:86]2[cH:87][cH:88][cH:89][cH:90][cH:91]2)[P:92]([c:93]2[cH:94][cH:95][cH:96][cH:97][cH:98]2)([c:99]2[cH:100][cH:101][cH:102][cH:103][cH:104]2)[c:105]2[cH:106][cH:107][cH:108][cH:109][cH:110]2)([c:111]2[cH:112][cH:113][cH:114][cH:115][cH:116]2)[c:117]2[cH:118][cH:119][cH:120][cH:121][cH:122]2)[cH:123][cH:124]1.[n:27]1[cH:28][c:29]([B:33]([OH:34])[OH:35])[cH:30][cH:31][cH:32]1>>[c:2]1(-[c:29]2[cH:28][n:27][cH:32][cH:31][cH:30]2)[cH:3][cH:4][c:5]2[c:10]([cH:11]1)[C:9]([CH3:12])([CH3:13])[C:8](=[O:14])[C:7]([C:15](=[O:16])[NH:17][CH2:18][C:19](=[O:20])[O:21][C:22]([CH3:23])([CH3:24])[CH3:25])=[C:6]2[OH:26].